From a dataset of the Open Reaction Database (ORD), a public repository of structured organic reaction records. describe an organic reaction: reactants, conditions, products, and yield Reactants: ClC=1C(=NC(=NC1C)C)NCC=1C=C(C=CC1)O (3-[(5-chloro-2,6-dimethylpyrimidin-4-ylamino)methyl]phenol), ClC=1C=CC=2N(N1)C(=CN2)[N+](=O)[O-] (6-chloro-3-nitroimidazo-[1,2-b]pyridazine), C([O-])([O-])=O.[K+].[K+] (potassium carbonate). The solvent is CN(C=O)C (dimethylformamide). Yields the product ClC=1C(=NC(=NC1C)C)NCC1=CC(=CC=C1)OC=1C=CC=2N(N1)C(=CN2)[N+](=O)[O-] ((5-Chloro-2,6-dimethylpyrimidin-4-yl)[3-(3-nitroimidazo[1,2-b]pyridazin-6-yloxy)benzyl]-amine). As a reaction SMILES: [Cl:1][C:2]1[C:3]([NH:10][CH2:11][C:12]2[CH:13]=[C:14]([OH:18])[CH:15]=[CH:16][CH:17]=2)=[N:4][C:5]([CH3:9])=[N:6][C:7]=1[CH3:8].Cl[C:20]1[CH:21]=[CH:22][C:23]2[N:24]([C:26]([N+:29]([O-:31])=[O:30])=[CH:27][N:28]=2)[N:25]=1.C(=O)([O-])[O-].[K+].[K+]>CN(C)C=O>[Cl:1][C:2]1[C:3]([NH:10][CH2:11][C:12]2[CH:17]=[CH:16][CH:15]=[C:14]([O:18][C:20]3[CH:21]=[CH:22][C:23]4[N:24]([C:26]([N+:29]([O-:31])=[O:30])=[CH:27][N:28]=4)[N:25]=3)[CH:13]=2)=[N:4][C:5]([CH3:9])=[N:6][C:7]=1[CH3:8] |f:2.3.4|. Procedure details: In analogy to the method described in example 1, 7.9 g (30 mmol) of 3-[(5-chloro-2,6-dimethylpyrimidin-4-ylamino)methyl]phenol (from example B2), 6.08 g (30 mmol) of 6-chloro-3-nitroimidazo-[1,2-b]pyridazine and 20.9 g (150 mmol) of potassium carbonate are reacted in 125 ml of dimethylformamide. After chromatography on silica gel (mobile phase: gradient toluene/dioxane 5:1 to 2:1) and crystallization from methylene chloride/methanol and extraction with stirring from diisopropyl ether, 10.95 g (8... Starting materials: [I-].CSC=1SC[C@H]2[N+]1CC=1C=CC=CC1C2 ((S)-3-methylthio-1,5,10,10a-tetrahydrothiazolo[3,4-b]isoquinolinium iodide), NC=1N=NC=CC1 (3-aminopyridazine). Yields the product N1=NC(=CC=C1)N=C1SC[C@H]2N1CC=1C=CC=CC1C2 ((S)-3-(pyridazin-3-ylimino)-1,5,10,10a-tetrahydrothiazolo[3,4-b]isoquinoline). Isolated yield 65.7%. Reaction SMILES: [I-].CS[C:4]1[S:5][CH2:6][C@@H:7]2[CH2:16][C:15]3[CH:14]=[CH:13][CH:12]=[CH:11][C:10]=3[CH2:9][N+:8]=12.[NH2:17][C:18]1[N:19]=[N:20][CH:21]=[CH:22][CH:23]=1>>[N:20]1[CH:21]=[CH:22][CH:23]=[C:18]([N:17]=[C:4]2[N:8]3[CH2:9][C:10]4[CH:11]=[CH:12][CH:13]=[CH:14][C:15]=4[CH2:16][C@H:7]3[CH2:6][S:5]2)[N:19]=1 |f:0.1|. Reported procedure: By following the procedure of Example 2, but using (S)-3-methylthio-1,5,10,10a-tetrahydrothiazolo[3,4-b]isoquinolinium iodide (18.2 g) and 3-aminopyridazine (9.5 g) as the starting materials, (S)-3-(pyridazin-3-ylimino)-1,5,10,10a-tetrahydrothiazolo[3,4-b]isoquinoline (9.3 g) is obtained in the form of light beige crystals, m.p.=140°-142° C.